From a dataset of the Open Reaction Database (ORD), a public repository of structured organic reaction records. describe an organic reaction: reactants, conditions, products, and yield Reactants: CC(=O)O, O, c1ccc(CCCCOCC2CCc3c(ncn3C(c3ccccc3)(c3ccccc3)c3ccccc3)C2)cc1, c1ccc(CCCCOCC2CCc3ncn(C(c4ccccc4)(c4ccccc4)c4ccccc4)c3C2)cc1. The product is c1ccc(CCCCOCC2CCc3[nH]cnc3C2)cc1. RXN SMILES: [CH3:81][C:82](=[O:83])[OH:84].[OH2:85].[c:1]1([CH2:7][CH2:8][CH2:9][CH2:10][O:11][CH2:12][CH:13]2[CH2:14][c:15]3[c:16]([n:17]([C:20]([c:21]4[cH:22][cH:23][cH:24][cH:25][cH:26]4)([c:27]4[cH:28][cH:29][cH:30][cH:31][cH:32]4)[c:33]4[cH:34][cH:35][cH:36][cH:37][cH:38]4)[cH:18][n:19]3)[CH2:39][CH2:40]2)[cH:2][cH:3][cH:4][cH:5][cH:6]1.[c:41]1([CH2:42][CH2:43][CH2:44][CH2:45][O:46][CH2:47][CH:48]2[CH2:49][CH2:50][c:51]3[n:52][cH:53][n:54]([C:55]([c:56]4[cH:57][cH:58][cH:59][cH:60][cH:61]4)([c:62]4[cH:63][cH:64][cH:65][cH:66][cH:67]4)[c:68]4[cH:69][cH:70][cH:71][cH:72][cH:73]4)[c:74]3[CH2:75]2)[cH:76][cH:77][cH:78][cH:79][cH:80]1>>[c:1]1([CH2:7][CH2:8][CH2:9][CH2:10][O:11][CH2:12][CH:13]2[CH2:14][c:15]3[c:16]([nH:17][cH:18][n:19]3)[CH2:39][CH2:40]2)[cH:2][cH:3][cH:4][cH:5][cH:6]1.